Dataset: the Open Reaction Database (ORD), a public repository of structured organic reaction records. Task: describe an organic reaction: reactants, conditions, products, and yield Reactants: C(C)C(CC)N1C(CC=2C(=NC(=CC21)C)OC2=C(C=C(C=C2C)C)C)=O (1-(1-ethyl-propyl)-6-methyl-4-(2,4,6-trimethyl-phenoxy)-1,3-dihydro-pyrrolo[3,2-c]pyridin-2-one), [Li]CCCC (BuLi), CCCCCC (hexane), CI (methyl iodide). Solvent: C1CCOC1 (THF), C1CCOC1 (THF). Run at temperature -78 celsius, time 30 minute. Product: C(C)C(CC)N1C(C(C=2C(=NC(=CC21)C)OC2=C(C=C(C=C2C)C)C)C)=O (1-(1-Ethyl-propyl)-3,6-dimethyl-4-(2,4,6-trimethyl-phenoxy)-1,3-dihydro-pyrrolo[3,2-c]pyridin-2-one). Yield: 68.0%. As a reaction SMILES: [CH2:1]([CH:3]([N:6]1[C:14]2[CH:13]=[C:12]([CH3:15])[N:11]=[C:10]([O:16][C:17]3[C:22]([CH3:23])=[CH:21][C:20]([CH3:24])=[CH:19][C:18]=3[CH3:25])[C:9]=2[CH2:8][C:7]1=[O:26])[CH2:4][CH3:5])[CH3:2].[Li][CH2:28]CCC.CCCCCC.CI>C1COCC1>[CH2:1]([CH:3]([N:6]1[C:14]2[CH:13]=[C:12]([CH3:15])[N:11]=[C:10]([O:16][C:17]3[C:22]([CH3:23])=[CH:21][C:20]([CH3:24])=[CH:19][C:18]=3[CH3:25])[C:9]=2[CH:8]([CH3:28])[C:7]1=[O:26])[CH2:4][CH3:5])[CH3:2]. Procedure details: To a −78° C. solution of 1-(1-ethyl-propyl)-6-methyl-4-(2,4,6-trimethyl-phenoxy)-1,3-dihydro-pyrrolo[3,2-c]pyridin-2-one (352 mg, 1.0 mmol) in 2 ml of dry THF was added 2.5M BuLi in hexane (0.4 mmol, 1.0 mmol). The resulting mixture was stirred at −78° C. for 30 min, then transferred to a −78° C. solution of methyl iodide (3 ml) in 3 ml of dry THF. The resulting mixture was stirred at −78° C. for 1 hour, quenched with saturated ammonium chloride, extracted with ethyl acetate. The organic layer w... Starting materials: FC1=CC=C(CNC)C=C1 (4-fluoro-N-methyl-benzylamine), CNCCC1=NC=CC=C1 (methyl-(2-pyridin-2-yl-ethyl)-amine), FC1=CC=C(CNC(=O)C2=C(N=C(S2)C2=NC(=CN=C2)I)C)C=C1 (2-(6-iodo-pyrazin-2-yl)-4-methyl-thiazole-5-carboxylic acid 4-fluoro benzylamide). Yields the product FC1=CC=C(CNC(=O)C2=C(N=C(S2)C2=NC(=CN=C2)N(CCC2=NC=CC=C2)C)C)C=C1 (4-methyl-2-{6-[methyl-(2-pyridin-2-yl-ethyl)-amino]-pyrazin-2-yl}-thiazole-5-carboxylic acid 4-fluoro-benzylamide). Isolated yield 75.0%. Reaction SMILES: FC1C=CC(CNC)=CC=1.[CH3:11][NH:12][CH2:13][CH2:14][C:15]1[CH:20]=[CH:19][CH:18]=[CH:17][N:16]=1.[F:21][C:22]1[CH:44]=[CH:43][C:25]([CH2:26][NH:27][C:28]([C:30]2[S:34][C:33]([C:35]3[CH:40]=[N:39][CH:38]=[C:37](I)[N:36]=3)=[N:32][C:31]=2[CH3:42])=[O:29])=[CH:24][CH:23]=1>>[F:21][C:22]1[CH:44]=[CH:43][C:25]([CH2:26][NH:27][C:28]([C:30]2[S:34][C:33]([C:35]3[CH:40]=[N:39][CH:38]=[C:37]([N:12]([CH3:11])[CH2:13][CH2:14][C:15]4[CH:20]=[CH:19][CH:18]=[CH:17][N:16]=4)[N:36]=3)=[N:32][C:31]=2[CH3:42])=[O:29])=[CH:24][CH:23]=1. Procedure: Following the procedure described in Example 14, making variations as required to replace 4-fluoro-N-methyl-benzylamine with methyl-(2-pyridin-2-yl-ethyl)-amine to react with 2-(6-iodo-pyrazin-2-yl)-4-methyl-thiazole-5-carboxylic acid 4-fluoro benzylamide, the title compound was obtained in 75% yield. 1H NMR (400 MHz, CD2Cl2) δ 8.40-8.52 (m, 2H), 8.03 (s, 1H), 7.36-7.43 (m, 3H), 7.11-7.35 (m, 3H), 7.00-7.10 (m, 2H), 4.55 (d, J=4.0 Hz, 2H), 4.00-4.15 (m, 2H), 3.15-3.40 (m, 2H), 3.12 (bs, 3H), 2.7... Reactants: C(C)(C)(C)[SiH2]OC(C1CC[C@@H](O1)C#N)(C1=CC=CC=C1)C1=CC=CC=C1 ((R)-5-(tert-Butyl-diphenyl-silanyloxymethyl)-tetrahydro-furan-2-carbonitrile), C[O-].[Na+] (sodium methoxide), CO (MeOH). Yields the product COC(=O)[C@@H]1OC(CC1)C(O[SiH2]C(C)(C)C)(C1=CC=CC=C1)C1=CC=CC=C1 ((R)-5-(tert-Butyl-diphenyl-silanyloxymethyl)-tetrahydro-furan-2-carboxylic acid methyl ester). RXN SMILES: [C:1]([SiH2:5][O:6][C:7]([C:21]1[CH:26]=[CH:25][CH:24]=[CH:23][CH:22]=1)([C:15]1[CH:20]=[CH:19][CH:18]=[CH:17][CH:16]=1)[CH:8]1[O:12][C@@H:11]([C:13]#N)[CH2:10][CH2:9]1)([CH3:4])([CH3:3])[CH3:2].[CH3:27][O-:28].[Na+].C[OH:31]>>[CH3:27][O:28][C:13]([C@H:11]1[CH2:10][CH2:9][CH:8]([C:7]([C:21]2[CH:26]=[CH:25][CH:24]=[CH:23][CH:22]=2)([C:15]2[CH:20]=[CH:19][CH:18]=[CH:17][CH:16]=2)[O:6][SiH2:5][C:1]([CH3:4])([CH3:3])[CH3:2])[O:12]1)=[O:31] |f:1.2|. Procedure: (R)-5-(tert-Butyl-diphenyl-silanyloxymethyl)-tetrahydro-furan-2-carbonitrile was treated with sodium methoxide in MeOH to afford (R)-5-(tert-Butyl-diphenyl-silanyloxymethyl)-tetrahydro-furan-2-carboxylic acid methyl ester.